This data is from the Open Reaction Database (ORD), a public repository of structured organic reaction records. The task is: describe an organic reaction: reactants, conditions, products, and yield The reactants are O1C(=CC=C1)C(=O)O (furoic acid), Cl.Cl.N1(C=NC=C1)CCCN (1H-imidazole-1-propanamine dihydrochloride), N,N'-carbonyldiimidazole, O1CCCC1 (tetrahydrofuran). The solvent is O (water). Conditions: time 2 hour. Yields the product N1(C=NC=C1)CCCNC(=O)C1=COC=C1 (N-[3-(1H-Imidazol-1-yl)propyl]-3-furanecarboxamide). As a reaction SMILES: [O:1]1[CH:5]=[CH:4][CH:3]=[C:2]1C(O)=O.[O:9]1CCC[CH2:10]1.Cl.Cl.[N:16]1([CH2:21][CH2:22][CH2:23][NH2:24])[CH:20]=[CH:19][N:18]=[CH:17]1>O>[N:16]1([CH2:21][CH2:22][CH2:23][NH:24][C:10]([C:4]2[CH:3]=[CH:2][O:1][CH:5]=2)=[O:9])[CH:20]=[CH:19][N:18]=[CH:17]1 |f:2.3.4|. Procedure details: A solution of 2.24 g. of furoic acid, 3.24 g. of N,N'-carbonyldiimidazole and 80 ml. of tetrahydrofuran was allowed to stir at room temperature for 2 hours. A 4.0 g. portion of 1H-imidazole-1-propanamine dihydrochloride was added and the mixture was stirred at room temperature overnight. The mixture was then heated for 5 hours, 5 ml. of water was added, heating resumed for 30 minutes and then the mixture was concentrated to remove most of the solvent. Dichloromethane and 60 ml. of 1N sodium hydr... The reactants are C(CCC)[Li] (n-butyllithium), [Cl-].[NH4+] (ammonium chloride), C(CC(=O)C)(=O)OC (methyl acetoacetate), [H-].[Na+] (sodium hydride), FC1=CC=C(C=C1)C=1N(C(N(C1/C=C/C=O)C)=O)C1=CC=CC=C1 ((E)-3-[4-(4-Fluorophenyl)-1-methyl-3-phenyl-4-imidazolin-2-on-5-yl]-prop-2-enal). The reagents and catalysts are [Br-].[Zn+2].[Br-] (zinc bromide). Solvent: CCCCCC (n-hexane), C1CCOC1 (THF), O1CCCC1 (tetrahydrofuran), O1CCCC1 (tetrahydrofuran). Run at time 15 minute. Yields the product FC1=CC=C(C=C1)C=1N(C(N(C1/C=C/C(CC(CC(=O)OC)=O)O)C)=O)C1=CC=CC=C1 (Methyl (E)-7-[4-(4-fluorophenyl)-1-methyl-3-phenyl-4-imidazolin-2-on-5-yl]-5-hydroxy-3-oxo-hept-6-enoate). As a reaction SMILES: [C:1]([O:7][CH3:8])(=[O:6])[CH2:2][C:3]([CH3:5])=[O:4].[H-].[Na+].C([Li])CCC.[F:16][C:17]1[CH:22]=[CH:21][C:20]([C:23]2[N:24]([C:34]3[CH:39]=[CH:38][CH:37]=[CH:36][CH:35]=3)[C:25](=[O:33])[N:26]([CH3:32])[C:27]=2/[CH:28]=[CH:29]/[CH:30]=[O:31])=[CH:19][CH:18]=1.[Cl-].[NH4+]>O1CCCC1.CCCCCC.[Br-].[Zn+2].[Br-]>[F:16][C:17]1[CH:18]=[CH:19][C:20]([C:23]2[N:24]([C:34]3[CH:35]=[CH:36][CH:37]=[CH:38][CH:39]=3)[C:25](=[O:33])[N:26]([CH3:32])[C:27]=2/[CH:28]=[CH:29]/[CH:30]([OH:31])[CH2:5][C:3](=[O:4])[CH2:2][C:1]([O:7][CH3:8])=[O:6])=[CH:21][CH:22]=1 |f:1.2,5.6,9.10.11|. Procedure details: 0.59 ml (5.4 mmol) of methyl acetoacetate is added dropwise under nitrogen to a suspension of 135 mg (5.6 mmol) of sodium hydride in 14 ml of tetrahydrofuran at -5° C. After 15 minutes, 4.0 ml (5.6 mmol) of 15% strength n-butyllithium in n-hexane are added dropwise at -5° C. the mixture is stirred for 15 minutes, a solution of 1.3 g (5.9 mmol) of zinc bromide in 20 ml of THF is added, the mixture is stirred for 15 minutes and a solution of 0.6 g (1.8 mmol) of the compound from Example 5 in 6 ml ...